describe an organic reaction: reactants, conditions, products, and yield From a dataset of the Open Reaction Database (ORD), a public repository of structured organic reaction records. Starting materials: C(C)OC(C(CSCC1=CC=CC=C1)CSCC1=CC=CC=C1)=O (3-Benzylsulfanyl-2-benzylsulfanylmethyl-propionic acid ethyl ester), O (water), O1CCOCC1 (dioxane), C(C)O (ethanol). Run in [OH-].[K+] (potassium hydroxide). Conditions: time 18 hour. Yields the product C(C1=CC=CC=C1)SCC(C(=O)O)CSCC1=CC=CC=C1 (3-benzylsulfanyl-2-benzylsulfanylmethyl-propionic acid). The yield is 88.2%. As a reaction SMILES: C([O:3][C:4](=[O:24])[CH:5]([CH2:15][S:16][CH2:17][C:18]1[CH:23]=[CH:22][CH:21]=[CH:20][CH:19]=1)[CH2:6][S:7][CH2:8][C:9]1[CH:14]=[CH:13][CH:12]=[CH:11][CH:10]=1)C.O.O1CCOCC1.C(O)C>[OH-].[K+]>[CH2:8]([S:7][CH2:6][CH:5]([CH2:15][S:16][CH2:17][C:18]1[CH:19]=[CH:20][CH:21]=[CH:22][CH:23]=1)[C:4]([OH:24])=[O:3])[C:9]1[CH:10]=[CH:11][CH:12]=[CH:13][CH:14]=1 |f:4.5|. Procedure details: 3-Benzylsulfanyl-2-benzylsulfanylmethyl-propionic acid ethyl ester (1.589 g, 4.41 mmol) in a mixture of potassium hydroxide (1N, 7 mL), water (3 mL), dioxane (30 mL) and ethanol (10 mL) was stirred at room temperature for 18 hours. The solvents were removed form the reaction mixture by rotary evaporation at reduced pressure and the residue was dissolved in water and washed with ether. The aqueous layer was cooled on ice, acidified to pH 2 and the product extracted with ethyl acetate. The extract... The reactants are C(=O)C=1N=CN(C1)C(C1=CC=CC=C1)(C1=CC=CC=C1)C1=CC=CC=C1 (4-formyl-1-tritylimidazole), BrCC=1C=C(C=C(C1)C(C#N)(C)C)C(C#N)(C)C (2,2'-(5-bromomethyl-1,3-phenylene)di(2-methylpropiononitrile)), C(C)#N (acetonitrile), C(C)(=O)O (acetic acid). Solvent: O (water), O (water). The product is C(=O)C1=CN=CN1C=1C=C(C=C(C1)C(C#N)(C)C)C(C#N)(C)C (2,2'-[5-(5-formylimidazol-1-yl)-1,3-phenylene]di(2-methylpropiononitrile)). As a reaction SMILES: [CH:1]([C:3]1[N:4]=[CH:5][N:6](C(C2C=CC=CC=2)(C2C=CC=CC=2)C2C=CC=CC=2)[CH:7]=1)=[O:2].BrC[C:29]1[CH:30]=[C:31]([C:40]([CH3:44])([CH3:43])[C:41]#[N:42])[CH:32]=[C:33]([C:35]([CH3:39])([CH3:38])[C:36]#[N:37])[CH:34]=1.C(#N)C.C(O)(=O)C>O>[CH:1]([C:3]1[N:4]([C:29]2[CH:34]=[C:33]([C:35]([CH3:38])([CH3:39])[C:36]#[N:37])[CH:32]=[C:31]([C:40]([CH3:43])([CH3:44])[C:41]#[N:42])[CH:30]=2)[CH:5]=[N:6][CH:7]=1)=[O:2]. Reported procedure: A mixture of 4-formyl-1-tritylimidazole (0.5 g), 2,2'-(5-bromomethyl-1,3-phenylene)di(2-methylpropiononitrile) and acetonitrile (2 ml) was heated under reflux for 30 h. The reaction mixture was treated with acetic acid (8 ml) and water (2 ml) and the mixture was then heated at 90° for 1 h. The mixture was diluted with water (20 ml) and washed with ether, the aqueous phase was basified with sodium carbonate, and the mixture was extracted three times with ethyl acetate. The combined extracts were ...